describe an organic reaction: reactants, conditions, products, and yield From a dataset of the Open Reaction Database (ORD), a public repository of structured organic reaction records. Starting materials: [OH-] (hydroxide), [OH-] (hydroxide), C(C)C(C=O)CCCC (2-ethylhexanal), C=O (formaldehyde). Yields the product C(CCC)C(CO)(CO)CC (2-butyl-2-ethyl-1,3-propanediol). Reaction SMILES: [OH-:1].[CH2:2]([CH:4]([CH2:7][CH2:8][CH2:9][CH3:10])[CH:5]=[O:6])[CH3:3].[CH2:11]=O>>[CH2:7]([C:4]([CH2:2][CH3:3])([CH2:11][OH:1])[CH2:5][OH:6])[CH2:8][CH2:9][CH3:10]. Procedure details: A process for producing 2-butyl-2-ethyl-1,3-propanediol, comprising feeding a hydroxide compound into a reaction mixture containing 2-ethylhexanal and formaldehyde wherein said hydroxide compound is fed into the reaction mixture continuously and incrementally to produce 2-butyl-2-ethyl-1,3-propanediol such that the reaction mixture is maintained in two phases, an organic phase and an aqueous phase throughout the entire production process. Starting materials: CCN=C=NCCCN(C)C, CCN(C(C)C)C(C)C, COc1ccc(Cn2nc(C)c3c(Oc4ccc(N)cc4F)ccnc32)cc1, CN1CCC(C(=O)O)C1=O, ClCCl, Cl, On1nnc2ccccc21. Product: COc1ccc(Cn2nc(C)c3c(Oc4ccc(NC(=O)C5CCN(C)C5=O)cc4F)ccnc32)cc1. As a reaction SMILES: [CH2:40]([N:41]=[C:42]=[N:43][CH2:44][CH2:45][CH2:46][N:47]([CH3:48])[CH3:49])[CH3:50].[CH2:61]([N:62]([CH:63]([CH3:64])[CH3:65])[CH:66]([CH3:67])[CH3:68])[CH3:69].[CH3:1][O:2][c:3]1[cH:4][cH:5][c:6]([CH2:7][n:8]2[n:9][c:10]([CH3:26])[c:11]3[c:12]2[n:13][cH:14][cH:15][c:16]3[O:17][c:18]2[c:19]([F:25])[cH:20][c:21]([NH2:24])[cH:22][cH:23]2)[cH:27][cH:28]1.[CH3:29][N:30]1[C:31](=[O:38])[CH:32]([C:35](=[O:36])[OH:37])[CH2:33][CH2:34]1.[Cl:70][CH2:71][Cl:72].[ClH:39].[n:51]1([OH:52])[c:53]2[cH:54][cH:55][cH:56][cH:57][c:58]2[n:59][n:60]1>>[CH3:1][O:2][c:3]1[cH:4][cH:5][c:6]([CH2:7][n:8]2[n:9][c:10]([CH3:26])[c:11]3[c:12]2[n:13][cH:14][cH:15][c:16]3[O:17][c:18]2[c:19]([F:25])[cH:20][c:21]([NH:24][C:35]([CH:32]3[C:31](=[O:38])[N:30]([CH3:29])[CH2:34][CH2:33]3)=[O:36])[cH:22][cH:23]2)[cH:27][cH:28]1. Conditions: time 3.5 hour. The reactants are urea N--H, C(CCCCCCC)OC1=CC=C(C(=O)O)C=C1 (p-(n-octyloxy)benzoic acid), NC(=O)N (urea), amide, [OH-].[Na+] (sodium hydroxide), NC(=O)N (urea). Procedure: A 500 ml 3-neck round bottom flask containing a magnetic stirrer, thermometer, and a reflux condensor with a gas egress tube for a nitrogen blanket is charged with a one part apiece of p-(n-octyloxy)benzoic acid and urea dissolved in 15 parts N-methylpyrrolidone containing 0.01wt percent triphenylphosphite. The mixture is heated to 120 deg C. for approximately 2-5 hours and then cooled. The addition of a copious amount of 3M aqueous sodium hydroxide to a cooled solution precipitates the product,... Yields the product C(CCCCCCC)OC1=CC=C(C(=O)NC(=O)N)C=C1 (p-(n-octyloxy)benzoylurea). Run in CN1C(CCC1)=O (N-methylpyrrolidone), C1(=CC=CC=C1)OP(OC1=CC=CC=C1)OC1=CC=CC=C1 (triphenylphosphite). As a reaction SMILES: [CH2:1]([O:9][C:10]1[CH:18]=[CH:17][C:13]([C:14]([OH:16])=O)=[CH:12][CH:11]=1)[CH2:2][CH2:3][CH2:4][CH2:5][CH2:6][CH2:7][CH3:8].[NH2:19][C:20]([NH2:22])=[O:21].[OH-].[Na+]>CN1CCCC1=O.C1(OP(OC2C=CC=CC=2)OC2C=CC=CC=2)C=CC=CC=1>[CH2:1]([O:9][C:10]1[CH:11]=[CH:12][C:13]([C:14]([NH:19][C:20]([NH2:22])=[O:21])=[O:16])=[CH:17][CH:18]=1)[CH2:2][CH2:3][CH2:4][CH2:5][CH2:6][CH2:7][CH3:8] |f:2.3|. RXN SMILES: [C:1]([C:5]1[CH:10]=[CH:9][C:8]([C:11]2[N:12]([C:30](Cl)=[O:31])[C@H:13]([C:23]3[CH:28]=[CH:27][C:26]([Cl:29])=[CH:25][CH:24]=3)[C@H:14]([C:16]3[CH:21]=[CH:20][C:19]([Cl:22])=[CH:18][CH:17]=3)[N:15]=2)=[C:7]([O:33][CH2:34][CH3:35])[CH:6]=1)([CH3:4])([CH3:3])[CH3:2].[N:36]1([C:42]([O:44][C:45]([CH3:48])([CH3:47])[CH3:46])=[O:43])[CH2:41][CH2:40][NH:39][CH2:38][CH2:37]1>>[C:45]([O:44][C:42]([N:36]1[CH2:41][CH2:40][N:39]([C:30]([N:12]2[C@H:13]([C:23]3[CH:28]=[CH:27][C:26]([Cl:29])=[CH:25][CH:24]=3)[C@H:14]([C:16]3[CH:17]=[CH:18][C:19]([Cl:22])=[CH:20][CH:21]=3)[N:15]=[C:11]2[C:8]2[CH:9]=[CH:10][C:5]([C:1]([CH3:4])([CH3:3])[CH3:2])=[CH:6][C:7]=2[O:33][CH2:34][CH3:35])=[O:31])[CH2:38][CH2:37]1)=[O:43])([CH3:48])([CH3:46])[CH3:47]. Yields the product C(C)(C)(C)OC(=O)N1CCN(CC1)C(=O)N1C(=N[C@H]([C@H]1C1=CC=C(C=C1)Cl)C1=CC=C(C=C1)Cl)C1=C(C=C(C=C1)C(C)(C)C)OCC (4-[(4S,5R)-2-(4-tert-Butyl-2-ethoxy-phenyl)-4,5-bis-(4-chloro-phenyl)-4,5-dihydro-imidazole-1-carbonyl]-piperazine-1-carboxylic acid tert-butyl ester). Procedure details: 4-[(4S,5R)-2-(4-tert-Butyl-2-ethoxy-phenyl)-4,5-bis-(4-chloro-phenyl)-4,5-dihydro-imidazole-1-carbonyl]-piperazine-1-carboxylic acid tert-butyl ester was prepared from (4S,5R)-2-(4-tert-butyl-2-ethoxy-phenyl)-4,5-bis-(4-chloro-phenyl)-4,5-dihydro-imidazole-1-carbonyl chloride (example 11) and tert-butyl piperazine-1-carboxylate in an analogous manner as described in example 25. LR-MS: 679.4 [(M+H)+] Starting materials: C(C)(C)(C)C1=CC(=C(C=C1)C=1N([C@@H]([C@@H](N1)C1=CC=C(C=C1)Cl)C1=CC=C(C=C1)Cl)C(=O)Cl)OCC ((4S,5R)-2-(4-tert-butyl-2-ethoxy-phenyl)-4,5-bis-(4-chloro-phenyl)-4,5-dihydro-imidazole-1-carbonyl chloride), N1(CCNCC1)C(=O)OC(C)(C)C (tert-butyl piperazine-1-carboxylate). The reactants are C1CCOC1, CN(C)P(=O)(N(C)C)N(C)C, [K+], [K+], O=C([O-])[O-], BrCc1cccc(Oc2ccccc2)c1, CC(C)C(C(=O)O)c1cc2ccccc2s1. Product: CC(C)C(C(=O)OCc1cccc(Oc2ccccc2)c1)c1cc2ccccc2s1. Reaction SMILES: [CH2:38]1[O:39][CH2:40][CH2:41][CH2:42]1.[CH3:43][N:44]([CH3:45])[P:46]([N:47]([CH3:48])[CH3:49])([N:50]([CH3:51])[CH3:52])=[O:53].[K+:32].[K+:33].[O-:34][C:35]([O-:36])=[O:37].[O:17]([c:18]1[cH:19][cH:20][cH:21][cH:22][cH:23]1)[c:24]1[cH:25][c:26]([CH2:27][Br:28])[cH:29][cH:30][cH:31]1.[s:1]1[c:2]([CH:10]([C:11](=[O:12])[OH:13])[CH:14]([CH3:15])[CH3:16])[cH:3][c:4]2[c:5]1[cH:6][cH:7][cH:8][cH:9]2>>[s:1]1[c:2]([CH:10]([C:11](=[O:12])[O:13][CH2:27][c:26]2[cH:25][c:24]([O:17][c:18]3[cH:19][cH:20][cH:21][cH:22][cH:23]3)[cH:31][cH:30][cH:29]2)[CH:14]([CH3:15])[CH3:16])[cH:3][c:4]2[c:5]1[cH:6][cH:7][cH:8][cH:9]2. The product is O1C(CCCC1)OCC1=CC=C(C=C1)C1(C2=C(CCC3=C1C=CC=C3)C=CC=C2)O (5-(4-(2-tetrahydropyranyloxymethyl)phenyl)-10,11-dihydro-5H-dibenzo[a,d]-cyclohepten-5-ol). Run at time 3 hour. Starting materials: O1C(CCCC1)OCC1=CC=C(C=C1)Br (4-bromophenylmethyl tetrahydro-2-pyranyl ether), [Mg] (magnesium), C1=CC=CC=2C(C3=C(CCC21)C=CC=C3)=O (10,11-dihydro-5H-dibenzo[a,d]cyclohepten-5-one), II (iodine), BrCCBr (1,2-dibromoethane), ice, [Cl-].[NH4+] (ammonium chloride). Solvent: O1CCCC1 (tetrahydrofuran), O1CCCC1 (tetrahydrofuran), O1CCCC1 (tetrahydrofuran). Procedure: A mixture of magnesium turnings (1.07 g, 0.044 mol) activated with iodine, 1,2-dibromoethane and tetrahydrofuran (40 ml) was kept under a nitrogen atmosphere, and a solution of 4-bromophenylmethyl tetrahydro-2-pyranyl ether (11.20 g, 0.041 mol) in tetrahydrofuran (40 ml) was added dropwise under stirring. The mixture was gently heated to reflux temperature, and heating was continued for 3 h. The mixture was cooled to room temperature, and a solution of 10,11-dihydro-5H-dibenzo[a,d]cyclohepten-5-... The yield is 41.6%. Reaction SMILES: [Mg].II.BrCCBr.[O:8]1[CH2:13][CH2:12][CH2:11][CH2:10][CH:9]1[O:14][CH2:15][C:16]1[CH:21]=[CH:20][C:19](Br)=[CH:18][CH:17]=1.[CH:23]1[C:33]2[CH2:32][CH2:31][C:30]3[CH:34]=[CH:35][CH:36]=[CH:37][C:29]=3[C:28](=[O:38])[C:27]=2[CH:26]=[CH:25][CH:24]=1.[Cl-].[NH4+]>O1CCCC1>[O:8]1[CH2:13][CH2:12][CH2:11][CH2:10][CH:9]1[O:14][CH2:15][C:16]1[CH:21]=[CH:20][C:19]([C:28]2([OH:38])[C:29]3[CH:37]=[CH:36][CH:35]=[CH:34][C:30]=3[CH2:31][CH2:32][C:33]3[CH:23]=[CH:24][CH:25]=[CH:26][C:27]2=3)=[CH:18][CH:17]=1 |f:5.6|. Run at time 1 hour. The solvent is ClCCl (dichloromethane). As a reaction SMILES: [C:1]([C:9]1[CH:36]=[CH:35][C:12]2[N:13]([CH2:17][CH2:18][O:19][C:20]3[CH:34]=[CH:33][C:23]([CH2:24][CH:25]([C:29]([O:31][CH3:32])=[O:30])[C:26](O)=[O:27])=[CH:22][CH:21]=3)[C:14](=[O:16])[S:15][C:11]=2[CH:10]=1)(=[O:8])[C:2]1[CH:7]=[CH:6][CH:5]=[CH:4][CH:3]=1.S(Cl)(Cl)=O.[CH3:41][NH2:42]>ClCCl>[C:1]([C:9]1[CH:36]=[CH:35][C:12]2[N:13]([CH2:17][CH2:18][O:19][C:20]3[CH:34]=[CH:33][C:23]([CH2:24][CH:25]([C:26]([NH:42][CH3:41])=[O:27])[C:29]([O:31][CH3:32])=[O:30])=[CH:22][CH:21]=3)[C:14](=[O:16])[S:15][C:11]=2[CH:10]=1)(=[O:8])[C:2]1[CH:7]=[CH:6][CH:5]=[CH:4][CH:3]=1. Reactants: S(=O)(Cl)Cl (thionyl chloride), C(C1=CC=CC=C1)(=O)C1=CC2=C(N(C(S2)=O)CCOC2=CC=C(CC(C(=O)O)C(=O)OC)C=C2)C=C1 (2-{4-[2-(6-Benzoyl-2-oxo-1,3-benzothiazol-3(2H)-yl)ethoxy]benzyl}-3-methoxy-3-oxopropanoic acid), CN (methylamine). Reported procedure: The compound obtained in Example 63 is dissolved in anhydrous dichloromethane and then 1.5 equivalents of thionyl chloride are added and the mixture is heated at reflux for 1 hour 30 minutes. The reaction mixture is then cooled using an ice bath, and 1.2 equivalents of methylamine are added via the top of the condenser. The reaction mixture is stirred for one hour and is then extracted with dichloromethane. The organic phases are washed with a sodium carbonate solution, and with water, and are t... Yields the product C(C1=CC=CC=C1)(=O)C1=CC2=C(N(C(S2)=O)CCOC2=CC=C(CC(C(=O)OC)C(=O)NC)C=C2)C=C1 (Methyl 2-{4-[2-(6-benzoyl-2-oxo-1,3-benzothiazol-3(2H)-yl)ethoxy]benzyl}-3-(methylamino)-3-oxopropanoate).